From a dataset of the Open Reaction Database (ORD), a public repository of structured organic reaction records. describe an organic reaction: reactants, conditions, products, and yield The reactants are Cl (HCl), CSC1=CC=C(CBr)C=C1 (4-methylthiobenzyl bromide), C1C(=O)CSC1=O (thiotetronic acid), [OH-].[K+] (potassium hydroxide). The solvent is O1CCOCC1 (dioxane). Run at time 3 hour. Product: OC1=C(C(SC1)=O)CC1=CC=C(C=C1)SC (4-Hydroxy-3-[[4-(methylthio)phenyl]methyl]-2(5H)-thiophenone). Yield: 26.4%. RXN SMILES: [CH3:1][S:2][C:3]1[CH:10]=[CH:9][C:6]([CH2:7]Br)=[CH:5][CH:4]=1.[CH2:11]1[C:16](=[O:17])[S:15][CH2:14][C:12]1=[O:13].[OH-].[K+].Cl>O1CCOCC1>[OH:13][C:12]1[CH2:14][S:15][C:16](=[O:17])[C:11]=1[CH2:7][C:6]1[CH:9]=[CH:10][C:3]([S:2][CH3:1])=[CH:4][CH:5]=1 |f:2.3|. Reported procedure: To a suspension of 4-methylthiobenzyl bromide (5.6 g. 25.8 mmol), thiotetronic acid (3.0 g, 25.8 mmol) in dioxane (50 ml), was added aqueous potassium hydroxide (25.8 mL). The mixture was stirred at temperatures in the range of 65°-70° C. for 3 hours. Then, the mixture was cooled to room temperature, poured into H20, acidified with HCl (2N) and extracted with EtOAc. The organic extracts were dried over MgSO4. Evaporation and purification by flash chromatography on acid washed (5% H3PO4 in MeOH) ... Starting materials: [N+](=O)([O-])C=1C=C(C=C(C(=O)OCC)C(=O)C)C=CC1 (ethyl 2-(3-nitrobenzylidene)acetoacetate), N\C(=C/C(=O)OCCCCCCCCCC)\C (decyl 3-aminocrotonate). Run in C(C)O (ethanol). Reaction conditions: time 18 hour. Product: CC=1NC(=C(C(C1C(=O)OCCCCCCCCCC)C1=CC(=CC=C1)[N+](=O)[O-])C(=O)OCC)C (Decyl ethyl 1,4-dihydro-2,6-dimethyl-4-(3-nitrophenyl)pyridine-3,5-dicarboxylate). As a reaction SMILES: [N+:1]([C:4]1[CH:5]=[C:6]([CH:17]=[CH:18][CH:19]=1)[CH:7]=[C:8]([C:14]([CH3:16])=O)[C:9]([O:11][CH2:12][CH3:13])=[O:10])([O-:3])=[O:2].[NH2:20]/[C:21](/[CH3:36])=[CH:22]\[C:23]([O:25][CH2:26][CH2:27][CH2:28][CH2:29][CH2:30][CH2:31][CH2:32][CH2:33][CH2:34][CH3:35])=[O:24]>C(O)C>[CH3:36][C:21]1[NH:20][C:14]([CH3:16])=[C:8]([C:9]([O:11][CH2:12][CH3:13])=[O:10])[CH:7]([C:6]2[CH:17]=[CH:18][CH:19]=[C:4]([N+:1]([O-:3])=[O:2])[CH:5]=2)[C:22]=1[C:23]([O:25][CH2:26][CH2:27][CH2:28][CH2:29][CH2:30][CH2:31][CH2:32][CH2:33][CH2:34][CH3:35])=[O:24]. Procedure: A solution of 263 g (1 mol) of ethyl 2-(3-nitrobenzylidene)acetoacetate and 241 g (1 mol) of decyl 3-aminocrotonate in 2.4 liters of absolute ethanol was heated to boiling under nitrogen for 18 hours. The mixture was then filtered hot and the filtrate was evaporated in vacuo to about one half of the volume. The concentrated solution was cooled in ice, producing a thick mass of crystals. This was filtered off with suction, recrystallized from ethanol and, after washing with 0.5 liters of n-hexane... Reactants: 1-cyclopentyl-6-[(3,4-trans)-4-methyl-1-(pyridin-3-ylmethyl)pyrrolidin-3-yl]-1,5-dihydro-4H-pyrazolo[3,4-d]pyrimidin-4-one, C(C)(C)N1N=CC2=C1N=C(NC2=O)[C@@H]2CNC[C@H]2C (1-isopropyl-6-[(3S,4S)-4-methylpyrrolidin-3-yl]-1H-pyrazolo[3,4-d]pyrimidin-4(5H)-one), N1=CC=NC2=CC(=CC=C12)C=O (quinoxaline-6-carbaldehyde). The product is C(C)(C)N1N=CC2=C1N=C(NC2=O)[C@@H]2CN(C[C@H]2C)CC=2C=C1N=CC=NC1=CC2 (1-isopropyl-6-[(3S,4S)-4-methyl-1-(quinoxalin-6-ylmethyl)pyrrolidin-3-yl]-1,5-dihydro-4H-pyrazolo[3,4-d]pyrimidin-4-one). RXN SMILES: [CH:1]([N:4]1[C:8]2[N:9]=[C:10]([C@H:14]3[C@H:18]([CH3:19])[CH2:17][NH:16][CH2:15]3)[NH:11][C:12](=[O:13])[C:7]=2[CH:6]=[N:5]1)([CH3:3])[CH3:2].[N:20]1[C:29]2[C:24](=[CH:25][C:26]([CH:30]=O)=[CH:27][CH:28]=2)[N:23]=[CH:22][CH:21]=1>>[CH:1]([N:4]1[C:8]2[N:9]=[C:10]([C@H:14]3[C@H:18]([CH3:19])[CH2:17][N:16]([CH2:30][C:26]4[CH:25]=[C:24]5[C:29](=[CH:28][CH:27]=4)[N:20]=[CH:21][CH:22]=[N:23]5)[CH2:15]3)[NH:11][C:12](=[O:13])[C:7]=2[CH:6]=[N:5]1)([CH3:3])[CH3:2]. Reported procedure: Following the procedure for the preparation of 1-cyclopentyl-6-[(3,4-trans)-4-methyl-1-(pyridin-3-ylmethyl)pyrrolidin-3-yl]-1,5-dihydro-4H-pyrazolo[3,4-d]pyrimidin-4-one but substituting 1-isopropyl-6-[(3S,4S)-4-methylpyrrolidin-3-yl]-1H-pyrazolo[3,4-d]pyrimidin-4(5H)-one and quinoxaline-6-carbaldehyde provided the title compound. 400 MHz 1H NMR (CD3OD) δ 11.0 (brs, 1H), 8.81 (s, 2H), 8.13 (d, J=8.7, 1H), 8.01-7.92 (m, 3H), 5.01-4.94 (m, 1H), 4.01-3.88 (m, 2H), 3.37 (t, J=8.3, 1H), 3.05 (d, J=9.... RXN SMILES: [Br:15][CH:16]1[CH2:17][CH2:18][CH2:19][CH2:20]1.[CH3:21][O:22][CH2:23][CH2:24][O:25][CH3:26].[K:14].[N+:1](=[O:2])([O-:3])[c:4]1[cH:5][c:6]([C:9](=[O:10])[O:11][CH2:12][CH3:13])[nH:7][cH:8]1.[O:27]=[CH:28][N:29]([CH3:30])[CH3:31]>>[N+:1](=[O:2])([O-:3])[c:4]1[cH:5][c:6]([C:9](=[O:10])[O:11][CH2:12][CH3:13])[n:7]([CH:16]2[CH2:17][CH2:18][CH2:19][CH2:20]2)[cH:8]1. Yields the product CCOC(=O)c1cc([N+](=O)[O-])cn1C1CCCC1. Reactants: BrC1CCCC1, COCCOC, [K], CCOC(=O)c1cc([N+](=O)[O-])c[nH]1, CN(C)C=O. The reactants are NC=1C(=NC(=C(C1C(=O)OCC)C(=O)OCC)N1N=CN=C1)C1=CC=CC=C1 (3-amino-4,5-diethoxycarbonyl-2-phenyl-6-(1,2,4-triazol-1-yl)pyridine), whereto, O.NN (hydrazine monohydrate). The solvent is C(C)O (ethanol). Product: NC1=C(N=C(C=2C(NNC(C21)=O)=O)N2N=CN=C2)C2=CC=CC=C2 (8-Amino-7-phenyl-5-(1,2,4-triazol-1-yl)pyrido[3,4-d]pyridazine-1,4(2H,3H)dione). RXN SMILES: [NH2:1][C:2]1[C:3]([C:23]2[CH:28]=[CH:27][CH:26]=[CH:25][CH:24]=2)=[N:4][C:5]([N:18]2[CH:22]=[N:21][CH:20]=[N:19]2)=[C:6]([C:13](OCC)=[O:14])[C:7]=1[C:8]([O:10]CC)=O.O.[NH2:30][NH2:31]>C(O)C>[NH2:1][C:2]1[C:7]2[C:8](=[O:10])[NH:31][NH:30][C:13](=[O:14])[C:6]=2[C:5]([N:18]2[CH:22]=[N:21][CH:20]=[N:19]2)=[N:4][C:3]=1[C:23]1[CH:24]=[CH:25][CH:26]=[CH:27][CH:28]=1 |f:1.2|. Procedure details: In 15 ml of ethanol was dissolved 0.215 g of 3-amino-4,5-diethoxycarbonyl-2-phenyl-6-(1,2,4-triazol-1-yl)pyridine, whereto 1 ml of hydrazine monohydrate was added. The mixture was heated under reflux for 7 hours. After cooling, the resulting yellow crystals were collected by filtration and washed with ethanol. The crystals were suspended in 20 ml of water and the suspension was acidified by addition of 1 ml of acetic acid. Thereafter, the crystals were collected by filtration, washed with water ... The reactants are O=C(CCCCCCCCCCBr)CCCC(C)(C)C (11-oxo-15,15-dimethylhexadecyl bromide), NC1=CC=C(C(=O)OCC)C=C1 (ethyl 4-aminobenzoate). Solvent: CN(P(=O)(N(C)C)N(C)C)C (hexamethylphosphoramide). Product: O=C(CCCCCCCCCCNC1=CC=C(C(=O)OCC)C=C1)CCCC(C)(C)C (Ethyl 4(11-oxo-15,15-dimethylhexadecyl)aminobenzoate). RXN SMILES: [O:1]=[C:2]([CH2:14][CH2:15][CH2:16][C:17]([CH3:20])([CH3:19])[CH3:18])[CH2:3][CH2:4][CH2:5][CH2:6][CH2:7][CH2:8][CH2:9][CH2:10][CH2:11][CH2:12]Br.[NH2:21][C:22]1[CH:32]=[CH:31][C:25]([C:26]([O:28][CH2:29][CH3:30])=[O:27])=[CH:24][CH:23]=1>CN(C)P(N(C)C)(N(C)C)=O>[O:1]=[C:2]([CH2:14][CH2:15][CH2:16][C:17]([CH3:20])([CH3:19])[CH3:18])[CH2:3][CH2:4][CH2:5][CH2:6][CH2:7][CH2:8][CH2:9][CH2:10][CH2:11][CH2:12][NH:21][C:22]1[CH:23]=[CH:24][C:25]([C:26]([O:28][CH2:29][CH3:30])=[O:27])=[CH:31][CH:32]=1. Procedure details: A solution of 15 g. (43.2 mmoles) 11-oxo-15,15-dimethylhexadecyl bromide and 14.3 g. (2 eq.) ethyl 4-aminobenzoate in 100 ml. hexamethylphosphoramide is heated at 120° C. for 18 hours. The cooled solution is diluted with 200 ml. water and filtered. The resultant solid is washed in portions with 200 ml. 50% ethanol-water, dried, and crystallized from ethanol to yield a colorless, waxy solid. Reaction SMILES: [CH:1]([C:4]1[CH:9]=[CH:8][C:7]([CH:10]2[C:14]3[CH:15]=[CH:16][C:17]([CH3:20])=[C:18]([CH3:19])[C:13]=3[O:12][C:11]2=[O:21])=[CH:6][CH:5]=1)([CH3:3])[CH3:2]>C(OCC)(=O)C.CCCCCC>[OH:21][CH2:11][CH:10]([C:14]1[C:13]([OH:12])=[C:18]([CH3:19])[C:17]([CH3:20])=[CH:16][CH:15]=1)[C:7]1[CH:6]=[CH:5][C:4]([CH:1]([CH3:3])[CH3:2])=[CH:9][CH:8]=1 |f:1.2|. The product is OCC(C1=CC=C(C=C1)C(C)C)C1=CC=C(C(=C1O)C)C (6-(2-Hydroxy-1-(4-isopropylphenyl)ethyl)-2,3-dimethylphenol). Reactants: C(C)(C)C1=CC=C(C=C1)C1C(OC2=C1C=CC(=C2C)C)=O (3-(4-isopropylphenyl)-6,7-dimethyl-1-benzofuran-2 (3H)-one). Yield: 36.0%. Procedure details: Using 3-(4-isopropylphenyl)-6,7-dimethyl-1-benzofuran-2 (3H)-one synthesized in Reference Example 3, the title compound was synthesized in the same manner as in Reference Example 8. Yield 36%. Melting point: 83-84° C. (ethyl acetate-hexane). The solvent is C(C)(=O)OCC.CCCCCC (ethyl acetate hexane). Starting materials: OC1=CC=C(C(=O)O)C=C1 (p-hydroxybenzoic acid), Cl[C@H](C(=O)Cl)C(CC)C ((S)-2-chloro-3-methylpentanoylchloride). The product is Cl[C@H](C(=O)OC1=CC=C(C(=O)O)C=C1)C(CC)C ((S)-4-(2-Chloro-3-methylpentanoyloxy)benzoic acid). Reaction SMILES: [OH:1][C:2]1[CH:10]=[CH:9][C:5]([C:6]([OH:8])=[O:7])=[CH:4][CH:3]=1.[Cl:11][C@@H:12]([CH:16]([CH3:19])[CH2:17][CH3:18])[C:13](Cl)=[O:14]>>[Cl:11][C@@H:12]([CH:16]([CH3:19])[CH2:17][CH3:18])[C:13]([O:1][C:2]1[CH:10]=[CH:9][C:5]([C:6]([OH:8])=[O:7])=[CH:4][CH:3]=1)=[O:14]. Procedure: Using p-hydroxybenzoic acid (1.93 g, 14.0 mmol) and (S)-2-chloro-3-methylpentanoylchloride (2.28 g, 13.5 mmol), the reaction was carried out in the same manner as described in Example 4, (1), to give the title compound as white crystals; yield: 2.95 g; mp. 97.0°-100.5° C. Isolated yield 42.7%. The solvent is O.NN (hydrazine hydrate). Reported procedure: 8-Acetamido-4,4a,5,6-tetrahydrobenzo[h]cinnolin-3[2H]-one (0.7 g) was suspended in hydrazine hydrate (13 ml) and ethanol (2 ml) and heated under reflux for 2 hours. The hot solution was filtered through diatomaceous earth and the filtrate extracted with chloroform. Evaporation of the dried (MgSO4) extract gave a gum which was crystallised by trituration with 1-propanol. The crude solid was fractionated by flash chromatography (CHCl3 eluant) and from the appropriate fraction was obtained 8-amino-... Yields the product NC=1C=CC2=C(CCC3CC(NN=C23)=O)C1 (8-amino-4,4a,5,6-tetrahydrobenzo[h]cinnolin-3[2H]-one). Reactants: C(C)(=O)NC=1C=CC2=C(CCC3CC(NN=C23)=O)C1 (8-Acetamido-4,4a,5,6-tetrahydrobenzo[h]cinnolin-3[2H]-one), C(C)O (ethanol). Reaction SMILES: C([NH:4][C:5]1[CH:6]=[CH:7][C:8]2[C:17]3[CH:12]([CH2:13][C:14](=[O:18])[NH:15][N:16]=3)[CH2:11][CH2:10][C:9]=2[CH:19]=1)(=O)C.C(O)C>O.NN>[NH2:4][C:5]1[CH:6]=[CH:7][C:8]2[C:17]3[CH:12]([CH2:13][C:14](=[O:18])[NH:15][N:16]=3)[CH2:11][CH2:10][C:9]=2[CH:19]=1 |f:2.3|. Reactants: IC (iodomethane), [Li]CCCC (n-BuLi), CCCCCC (hexane), BrC1=C(C=2N(N=C1C)C(=C(N2)C)C2=C(N=C(S2)N2CCOCC2)C)C(CC)CC (N-{5-[7-Bromo-8-(1-ethyl-propyl)-2,6-dimethyl-imidazo[1,2-b]pyridazin-3-yl]-4-methyl-thiazol-2-yl}-morpholine). Solvent: CCOCC (Et2O). Run at temperature -78 celsius, time 20 minute. Yields the product BrC1(C(=C2N(N=C1C)C(C(=N2)C)C2=C(N=C(S2)N2CCOCC2)C)C(CC)CC)C (N-{5-[7-bromo-8-(1-ethyl-propyl)-2,6,7-trimethyl-imidazo[1,2-b]pyridazin-3-yl]-4-methyl-thiazol-2-yl}-morpholine). Isolated yield 69.0%. Reaction SMILES: [Br:1][C:2]1[C:7]([CH3:8])=[N:6][N:5]2[C:9]([C:13]3[S:17][C:16]([N:18]4[CH2:23][CH2:22][O:21][CH2:20][CH2:19]4)=[N:15][C:14]=3[CH3:24])=[C:10]([CH3:12])[N:11]=[C:4]2[C:3]=1[CH:25]([CH2:28][CH3:29])[CH2:26][CH3:27].[Li][CH2:31]CCC.CCCCCC.IC>CCOCC>[Br:1][C:2]1([CH3:31])[C:7]([CH3:8])=[N:6][N:5]2[CH:9]([C:13]3[S:17][C:16]([N:18]4[CH2:23][CH2:22][O:21][CH2:20][CH2:19]4)=[N:15][C:14]=3[CH3:24])[C:10]([CH3:12])=[N:11][C:4]2=[C:3]1[CH:25]([CH2:28][CH3:29])[CH2:26][CH3:27]. Procedure: 50 mg of N-{5-[7-Bromo-8-(1-ethyl-propyl)-2,6-dimethyl-imidazo[1,2-b]pyridazin-3-yl]-4-methyl-thiazol-2-yl}-morpholine (0.1 mmol) is dissolved in 4 ml of Et2O and cooled to −78° C. 0.09 ml of n-BuLi 1.6M in hexane (0.15 mmol) is added at −78° C. and stirred at −78° C. for 20 min. 43 mg of iodomethane (0.3 mmol) is added to the mixture and stirred at −78° C. and allowed to come to room temperature overnight. The reaction is quenched with sat. NH4Cl and extracted with Et2O. The separated organic l...